From a dataset of the Open Reaction Database (ORD), a public repository of structured organic reaction records. describe an organic reaction: reactants, conditions, products, and yield Reactants: ClC1=NC=C(C(=O)NC2=CC(=C(C=C2)Cl)NC(C2=CC(=CC=C2)Cl)=O)C=C1 (6-chloro-N-(4-chloro-3-(3-chlorobenzamido)phenyl)nicotinamide), C[C@@H]1N[C@@H](CNC1)C (cis-2,6-dimethylpiperazine). Yields the product C(C1=CN=CC=C1)(=O)N (nicotinamide). Reaction SMILES: Cl[C:2]1[CH:27]=[CH:26][C:5]([C:6]([NH:8]C2C=CC(Cl)=C(NC(=O)C3C=CC=C(Cl)C=3)C=2)=[O:7])=[CH:4][N:3]=1.C[C@H]1CNC[C@@H](C)N1>>[C:6]([NH2:8])(=[O:7])[C:5]1[CH:26]=[CH:27][CH:2]=[N:3][CH:4]=1. Procedure details: 6-chloro-N-(4-chloro-3-(3-chlorobenzamido)phenyl)nicotinamide (0.16 mmol) was used in general procedure 3 with cis-2,6-dimethylpiperazine (0.83 mmol). The product was purified by RP-HPLC to give N-(4-chloro-3-(3-chlorobenzamido)phenyl))-6-(3S,5R)-3-5-dimethylpiperazine-1-yl)-nicotinamide. MS (Q1) 498.0 (M)+ Starting materials: C1(C=2C(C(=O)O1)=CC=CC2)=O (phthalic anhydride), C1(=CC=CC=C1)N1C=CC=C1 (N-phenylpyrrole), [Cl-].[Al+3].[Cl-].[Cl-] (aluminum chloride). Run in ClC1=CC=CC=C1 (chlorobenzene). Run at time 2 hour. Yields the product C1(=CC=CC=C1)N1C(=CC=C1)C(=O)C1=C(C(=O)O)C=CC=C1 (2-[(1-phenyl-2-pyrrolyl)carbonyl]benzoic acid). As a reaction SMILES: [C:1]1(=[O:11])[O:6][C:4](=[O:5])[C:3]2=[CH:7][CH:8]=[CH:9][CH:10]=[C:2]12.[C:12]1([N:18]2[CH:22]=[CH:21][CH:20]=[CH:19]2)[CH:17]=[CH:16][CH:15]=[CH:14][CH:13]=1.[Cl-].[Al+3].[Cl-].[Cl-]>ClC1C=CC=CC=1>[C:12]1([N:18]2[CH:22]=[CH:21][CH:20]=[C:19]2[C:4]([C:3]2[CH:7]=[CH:8][CH:9]=[CH:10][C:2]=2[C:1]([OH:6])=[O:11])=[O:5])[CH:17]=[CH:16][CH:15]=[CH:14][CH:13]=1 |f:2.3.4.5|. Procedure: To a mixture of 2.96 g (0.02 mole) of phthalic anhydride and 5.72 g (0.04 mole) of N-phenylpyrrole in 50 ml of chlorobenzene, maintained at 0°-5° C. in an ice bath, 810 g (0.06 mole) of aluminum chloride was added in small portions. The reaction mixture was held at 0°-5° C. for approximately two hours. The reaction was allowed to warm to room temperature and then set aside overnight at ambient temperature. The reaction mixture was worked up in a manner similar to that described in part A of Exam... The reactants are O=C([O-])[O-], Cc1ccc(Cl)c(O)c1F, N#Cc1cc(F)cc(Cl)c1, [Cs+], [Cs+], [K+], [K+], O=C([O-])[O-], O. Product: Cc1ccc(Cl)c(Oc2cc(Cl)cc(C#N)c2)c1F. Reaction SMILES: [C:21](=[O:22])([O-:23])[O-:24].[Cl:11][c:12]1[cH:13][cH:14][c:15]([CH3:20])[c:16]([F:19])[c:17]1[OH:18].[Cl:1][c:2]1[cH:3][c:4]([C:5]#[N:6])[cH:7][c:8]([F:10])[cH:9]1.[Cs+:25].[Cs+:26].[K+:27].[K+:28].[O-:29][C:30]([O-:31])=[O:32].[OH2:33]>>[Cl:1][c:2]1[cH:3][c:4]([C:5]#[N:6])[cH:7][c:8]([O:18][c:17]2[c:12]([Cl:11])[cH:13][cH:14][c:15]([CH3:20])[c:16]2[F:19])[cH:9]1.